describe an organic reaction: reactants, conditions, products, and yield From a dataset of the Open Reaction Database (ORD), a public repository of structured organic reaction records. The reactants are CS(C)=O, CCOC(=O)c1cn(C)c2cnc3cc(F)c(F)cc3c2c1=O, Fc1ccc(N2CCNCC2)cc1, O. Product: CCOC(=O)c1cn(C)c2cnc3cc(N4CCN(c5ccc(F)cc5)CC4)c(F)cc3c2c1=O. As a reaction SMILES: [CH3:38][S:39](=[O:40])[CH3:41].[F:1][c:2]1[cH:3][c:4]2[c:5]([c:6]3[c:7](=[O:20])[c:8]([C:15](=[O:16])[O:17][CH2:18][CH3:19])[cH:9][n:10]([CH3:14])[c:11]3[cH:12][n:13]2)[cH:21][c:22]1[F:23].[F:24][c:25]1[cH:26][cH:27][c:28]([N:31]2[CH2:32][CH2:33][NH:34][CH2:35][CH2:36]2)[cH:29][cH:30]1.[OH2:37]>>[c:2]1([N:34]2[CH2:33][CH2:32][N:31]([c:28]3[cH:27][cH:26][c:25]([F:24])[cH:30][cH:29]3)[CH2:36][CH2:35]2)[cH:3][c:4]2[c:5]([c:6]3[c:7](=[O:20])[c:8]([C:15](=[O:16])[O:17][CH2:18][CH3:19])[cH:9][n:10]([CH3:14])[c:11]3[cH:12][n:13]2)[cH:21][c:22]1[F:23]. Reactants: O(C1=CC=CC=C1)C1=CC=C(C=C1)NC1=CC(=NC=N1)NC=1C=C(C(=O)OC)C=CC1 (methyl 3-(6-(4-phenoxyphenylamino)pyrimidin-4-ylamino)benzoate), [Li+].[OH-] (LiOH). Solvent: CO.C1CCOC1 (methanol THF), O (H2O). Run at time 2 hour. Product: C(C1=CC=CC=C1)(=O)O (benzoic acid). Isolated yield 227.5%. Reaction SMILES: O(C1C=CC(NC2N=CN=C(N[C:22]3[CH:23]=[C:24]([CH:29]=[CH:30][CH:31]=3)[C:25]([O:27]C)=[O:26])C=2)=CC=1)C1C=CC=CC=1.[Li+].[OH-]>CO.C1COCC1.O>[C:25]([OH:27])(=[O:26])[C:24]1[CH:29]=[CH:30][CH:31]=[CH:22][CH:23]=1 |f:1.2,3.4|. Procedure: To a stirred solution of methyl 3-(6-(4-phenoxyphenylamino)pyrimidin-4-ylamino)benzoate (0.3 g, 0.72 mmol) in methanol/THF (2/2, 4 mL) was added LiOH (0.122 g, 2.9 mmol) in H2O (4 mL) and the reaction mixture was stirred at rt for 2 h. It was concentrated under reduced pressure. the residue was diluted with water (2 mL) and was extracted with dichloromethane (5 mL). The aqueous layer was separated and was acidified with 1.5 N HCl (pH ˜5-6) to get a white precipitate, which was collected by filtr... The reactants are oxime, Cl.NO (hydroxylamine hydrochloride), C(C)(=O)[O-].[Na+] (sodium acetate), O(C1=CC=CC=C1)C1=CC=C(OCC=O)C=C1 (4-phenoxyphenoxyacetaldehyde). The solvent is O (water), C(C)O (ethanol). Run at temperature 0 celsius, time 2 hour. Yields the product O(C1=CC=CC=C1)C1=CC=C(OCC=NO)C=C1 (4-phenoxyphenoxyacetaldehyde oxime). As a reaction SMILES: Cl.[NH2:2][OH:3].C([O-])(=O)C.[Na+].[O:9]([C:16]1[CH:25]=[CH:24][C:19]([O:20][CH2:21][CH:22]=O)=[CH:18][CH:17]=1)[C:10]1[CH:15]=[CH:14][CH:13]=[CH:12][CH:11]=1>O.C(O)C>[O:9]([C:16]1[CH:25]=[CH:24][C:19]([O:20][CH2:21][CH:22]=[N:2][OH:3])=[CH:18][CH:17]=1)[C:10]1[CH:15]=[CH:14][CH:13]=[CH:12][CH:11]=1 |f:0.1,2.3|. Reported procedure: A solution of 25 g of hydroxylamine hydrochloride and 29.4 g of anhydrous sodium acetate in 100 ml of water is added dropwise at room temperature to a solution of 68.5 g of 4-phenoxyphenoxyacetaldehyde in 300 ml ethanol. After the slightly exothermic reaction has subsided, the mixture is stirred for 2 hours at reflux temperature. The mixture is then cooled to 0° C. and stirred for 3 hours at this temperature, whereupon the resultant oxime crystallises. The crystallised 4-phenoxyphenoxyacetaldehy... The product is Fc1ccc(Cc2sccc2CCN2CCCC2)cc1. Reactants: C[Si](C)(C)I, CC#N, CCOC(C)=O, C[Si](C)(C)Cl, OC(c1ccc(F)cc1)c1sccc1CCN1CCCC1, [I-], [Na+], [Na+], [OH-]. RXN SMILES: [CH3:22][Si:23]([I:24])([CH3:25])[CH3:26].[CH3:36][C:37]#[N:38].[CH3:39][CH2:40][O:41][C:42]([CH3:43])=[O:44].[Cl:29][Si:30]([CH3:31])([CH3:32])[CH3:33].[F:1][c:2]1[cH:3][cH:4][c:5]([CH:8]([OH:9])[c:10]2[s:11][cH:12][cH:13][c:14]2[CH2:15][CH2:16][N:17]2[CH2:18][CH2:19][CH2:20][CH2:21]2)[cH:6][cH:7]1.[I-:28].[Na+:27].[Na+:35].[OH-:34]>>[F:1][c:2]1[cH:3][cH:4][c:5]([CH2:8][c:10]2[s:11][cH:12][cH:13][c:14]2[CH2:15][CH2:16][N:17]2[CH2:18][CH2:19][CH2:20][CH2:21]2)[cH:6][cH:7]1. Reactants: C(C1=CC=CC=C1)[C@]1(C(N(C(O1)=O)[C@H](C)C1=CC=CC=C1)=O)C(=O)NCC(O)C1=CC(=CC(=C1)OC)OC ((5R)-5-Benzyl-N-[2-(3,5-dimethoxyphenyl)-2-hydroxyethyl]-2,4-dioxo-3-[(1R)-1-phenylethyl]-1,3-oxazolidine-5-carboxamide), CC(=O)OI1(C=2C=CC=CC2C(=O)O1)(OC(=O)C)OC(=O)C (Dess-Martin periodinane), C([O-])(O)=O.[Na+] (sodium bicarbonate), S(=S)(=O)([O-])[O-].[Na+].[Na+] (sodium thiosulfate). Solvent: ClCCl (dichloromethane). Reaction conditions: time 30 minute. The product is C(C1=CC=CC=C1)[C@]1(C(N(C(O1)=O)[C@H](C)C1=CC=CC=C1)=O)C(=O)NCC(=O)C1=CC(=CC(=C1)OC)OC ((5R)-5-Benzyl-N-[2-(3,5-dimethoxyphenyl)-2-oxoethyl]-2,4-dioxo-3-[(1R)-1-phenylethyl]-1,3-oxazolidine-5-carboxamide). Reaction SMILES: [CH2:1]([C@:8]1([C:23]([NH:25][CH2:26][CH:27]([C:29]2[CH:34]=[C:33]([O:35][CH3:36])[CH:32]=[C:31]([O:37][CH3:38])[CH:30]=2)[OH:28])=[O:24])[O:12][C:11](=[O:13])[N:10]([C@@H:14]([C:16]2[CH:21]=[CH:20][CH:19]=[CH:18][CH:17]=2)[CH3:15])[C:9]1=[O:22])[C:2]1[CH:7]=[CH:6][CH:5]=[CH:4][CH:3]=1.CC(OI1(OC(C)=O)(OC(C)=O)OC(=O)C2C=CC=CC1=2)=O.C(=O)(O)[O-].[Na+].S([O-])([O-])(=O)=S.[Na+].[Na+]>ClCCl>[CH2:1]([C@:8]1([C:23]([NH:25][CH2:26][C:27]([C:29]2[CH:34]=[C:33]([O:35][CH3:36])[CH:32]=[C:31]([O:37][CH3:38])[CH:30]=2)=[O:28])=[O:24])[O:12][C:11](=[O:13])[N:10]([C@@H:14]([C:16]2[CH:17]=[CH:18][CH:19]=[CH:20][CH:21]=2)[CH3:15])[C:9]1=[O:22])[C:2]1[CH:7]=[CH:6][CH:5]=[CH:4][CH:3]=1 |f:2.3,4.5.6|. Procedure: To the product from Step A (310 mg, 0.598 mmol) in dichloromethane (5 mL) was added Dess-Martin periodinane (392 mg, 0.897 mmol) and the mixture was stirred for 30 min. A 1:1 mixture of saturated aqueous sodium bicarbonate and saturated aqueous sodium thiosulfate (20 mL) was added and the mixture was stirred rapidly for 15 min. The layers were separated and the aqueous phase extracted with dichloromethane (3×10 mL). The combined organic phases were washed with saturated aqueous brine (1×15 mL), ...